From a dataset of the Open Reaction Database (ORD), a public repository of structured organic reaction records. describe an organic reaction: reactants, conditions, products, and yield The reactants are FC1=CC=C(C=C1)C1=NC(=CC(=C1C#CP(=O)(CCCC(=O)OC)OC)C(C)C)C1=CC=CC=C1 (4-[[[2-(4-fluorophenyl)-4-(1-methylethyl)-6-phenyl-3-pyridinyl]ethynyl]methoxyphosphinyl]butanoic acid, methyl ester), CC(=O)O (HOAc), [N+](=[N-])=C (diazomethane). Solvent: CCOCC (Et2O), C1CCOC1 (THF). Reaction conditions: time 15 hour. The product is FC1=CC=C(C=C1)C1=NC(=CC(=C1C#CP(=O)(C[C@H](CC(=O)OC)O)OC)C(C)C)C1=CC=CC=C1 ((S)-4-[[[2-(4-Fluorophenyl)-4-(1-methylethyl)-6-phenyl-3-pyridinyl]ethynyl]methoxyphosphinyl]-3-hydroxybutanoic acid, methyl ester). The yield is 87.5%. RXN SMILES: [F:1][C:2]1[CH:7]=[CH:6][C:5]([C:8]2[C:13]([C:14]#[C:15][P:16]([O:25][CH3:26])([CH2:18][CH2:19][CH2:20][C:21]([O:23][CH3:24])=[O:22])=[O:17])=[C:12]([CH:27]([CH3:29])[CH3:28])[CH:11]=[C:10]([C:30]3[CH:35]=[CH:34][CH:33]=[CH:32][CH:31]=3)[N:9]=2)=[CH:4][CH:3]=1.CC(O)=[O:38].[N+](=C)=[N-]>C1COCC1.CCOCC>[F:1][C:2]1[CH:7]=[CH:6][C:5]([C:8]2[C:13]([C:14]#[C:15][P:16]([O:25][CH3:26])([CH2:18][C@@H:19]([OH:38])[CH2:20][C:21]([O:23][CH3:24])=[O:22])=[O:17])=[C:12]([CH:27]([CH3:28])[CH3:29])[CH:11]=[C:10]([C:30]3[CH:31]=[CH:32][CH:33]=[CH:34][CH:35]=3)[N:9]=2)=[CH:4][CH:3]=1. Procedure: A mixture of (S)-3-[[1,1-Dimethylethyl)diphenylsilyl]oxy]-4-[[[2-(4-fluorophenyl)-4-(1-methylethyl)-6-phenyl-3-pyridinyl]ethynyl]methoxyphosphinyl]butanoic acid, methyl ester (750 mg, 1.00 mmol) tetra-n-butylammonium fluoride (1.0M in THF, 3.50 mmol), and HOAc (330 mg, 5.50 mmol) in THF (12 ml) was stirred at room temperature for 15 hours. The solution was partitioned between 5% KHSO4 and EtOAc. The layers were shaken and separated and the EtOAc layer was washed again with 5% KHSO4. The pooled a... The reactants are CO, CCOC(C)=O, [Cl-], O=Cc1ccc(Cl)cc1, CCCS(=O)(=O)Nc1ccc(F)c(C(=O)Nc2cnc3[nH]ccc3c2)c1F, [K+], [NH4+], [OH-]. Yields the product CCCS(=O)(=O)Nc1ccc(F)c(C(=O)Nc2cnc3[nH]cc(C(O)c4ccc(Cl)cc4)c3c2)c1F. RXN SMILES: [CH3:39][OH:40].[CH3:41][CH2:42][O:43][C:44]([CH3:45])=[O:46].[Cl-:47].[Cl:30][c:31]1[cH:32][cH:33][c:34]([CH:35]=[O:36])[cH:37][cH:38]1.[F:3][c:4]1[c:5]([C:6](=[O:7])[NH:8][c:9]2[cH:10][c:11]3[c:12]([n:13][cH:14]2)[nH:15][cH:16][cH:17]3)[c:18]([F:29])[cH:19][cH:20][c:21]1[NH:22][S:23](=[O:24])(=[O:25])[CH2:26][CH2:27][CH3:28].[K+:2].[NH4+:48].[OH-:1]>>[F:3][c:4]1[c:5]([C:6](=[O:7])[NH:8][c:9]2[cH:10][c:11]3[c:12]([n:13][cH:14]2)[nH:15][cH:16][c:17]3[CH:35]([c:34]2[cH:33][cH:32][c:31]([Cl:30])[cH:38][cH:37]2)[OH:36])[c:18]([F:29])[cH:19][cH:20][c:21]1[NH:22][S:23](=[O:24])(=[O:25])[CH2:26][CH2:27][CH3:28]. Reactants: ClC1=CC=C(C=C1)[C@@H]1N=C(N([C@@H]1C1=CC=C(C=C1)Cl)C(=O)Cl)C1=C(C=C(C=C1)C(C)(C)C#N)OCC ((4S,5R)-4,5-bis-(4-chloro-phenyl)-2-[4-(cyano-dimethyl-methyl)-2-ethoxy-phenyl]-4,5-dihydro-imidazole-1-carbonyl chloride), CS(=O)(=O)CCCN1CCNCC1 (1-(3-methanesulfonyl-propyl)-piperazine). Product: ClC1=CC=C(C=C1)[C@@H]1N=C(N([C@@H]1C1=CC=C(C=C1)Cl)C(=O)N1CCN(CC1)CCCS(=O)(=O)C)C1=C(C=C(C=C1)C(C#N)(C)C)OCC (2-(4-{(4S,5R)-4,5-Bis-(4-chloro-phenyl)-1-[4-(3-methanesulfonyl-propyl)-piperazine-1-carbonyl]-4,5-dihydro-1H-imidazol-2-yl}-3-ethoxy-phenyl)-2-methyl-propionitrile). RXN SMILES: [Cl:1][C:2]1[CH:7]=[CH:6][C:5]([C@H:8]2[C@@H:12]([C:13]3[CH:18]=[CH:17][C:16]([Cl:19])=[CH:15][CH:14]=3)[N:11]([C:20](Cl)=[O:21])[C:10]([C:23]3[CH:28]=[CH:27][C:26]([C:29]([C:32]#[N:33])([CH3:31])[CH3:30])=[CH:25][C:24]=3[O:34][CH2:35][CH3:36])=[N:9]2)=[CH:4][CH:3]=1.[CH3:37][S:38]([CH2:41][CH2:42][CH2:43][N:44]1[CH2:49][CH2:48][NH:47][CH2:46][CH2:45]1)(=[O:40])=[O:39]>>[Cl:1][C:2]1[CH:3]=[CH:4][C:5]([C@H:8]2[C@@H:12]([C:13]3[CH:14]=[CH:15][C:16]([Cl:19])=[CH:17][CH:18]=3)[N:11]([C:20]([N:47]3[CH2:48][CH2:49][N:44]([CH2:43][CH2:42][CH2:41][S:38]([CH3:37])(=[O:39])=[O:40])[CH2:45][CH2:46]3)=[O:21])[C:10]([C:23]3[CH:28]=[CH:27][C:26]([C:29]([CH3:31])([CH3:30])[C:32]#[N:33])=[CH:25][C:24]=3[O:34][CH2:35][CH3:36])=[N:9]2)=[CH:6][CH:7]=1. Procedure: 2-(4-{(4S,5R)-4,5-Bis-(4-chloro-phenyl)-1-[4-(3-methanesulfonyl-propyl)-piperazine-1-carbonyl]-4,5-dihydro-1H-imidazol-2-yl}-3-ethoxy-phenyl)-2-methyl-propionitrile was prepared from (4S,5R)-4,5-bis-(4-chloro-phenyl)-2-[4-(cyano-dimethyl-methyl)-2-ethoxy-phenyl]-4,5-dihydro-imidazole-1-carbonyl chloride (example 12j) and 1-(3-methanesulfonyl-propyl)-piperazine (example 16e) in an analogous manner as described in example 25. LR-MS: 710.4 [(M+H)+] Reactants: B, C1CCOC1, CSC, CO, CCOC(=O)c1cc(C(=O)[O-])cc(C(=O)OCC)c1. Yields the product CCOC(=O)c1cc(CO)cc(C(=O)OCC)c1. Reaction SMILES: [BH3:23].[CH2:26]1[O:27][CH2:28][CH2:29][CH2:30]1.[CH3:20][S:21][CH3:22].[CH3:24][OH:25].[c:1]1([C:15](=[O:16])[O:17][CH2:18][CH3:19])[cH:2][c:3]([C:10](=[O:11])[O:12][CH2:13][CH3:14])[cH:4][c:5]([C:7](=[O:8])[O-:9])[cH:6]1>>[c:1]1([C:15](=[O:16])[O:17][CH2:18][CH3:19])[cH:2][c:3]([C:10](=[O:11])[O:12][CH2:13][CH3:14])[cH:4][c:5]([CH2:7][OH:8])[cH:6]1. The reactants are C1=CC2=C(C=C1Cl)NC(=O)O2 (chlorzoxazone), C(C)(=O)O (acetic acid), [N+](=O)(O)[O-] (nitric acid). Reagents/catalysts: N(=O)[O-].[Na+] (sodium nitrite). Run in O (water). Reaction conditions: temperature 50 celsius, time 8 hour. Yields the product ClC=1C(=CC2=C(NC(O2)=O)C1)[N+](=O)[O-] (5-chloro-6-nitro-benzoxazol-2-one). Yield: 86.9%. Reaction SMILES: [CH:1]1[C:6]([Cl:7])=[CH:5][C:4]2[NH:8][C:9]([O:11][C:3]=2[CH:2]=1)=[O:10].C(O)(=O)C.[N+:16]([O-])([OH:18])=[O:17]>N([O-])=O.[Na+].O>[Cl:7][C:6]1[C:1]([N+:16]([O-:18])=[O:17])=[CH:2][C:3]2[O:11][C:9](=[O:10])[NH:8][C:4]=2[CH:5]=1 |f:3.4|. Procedure: In a 250-ml flask, place 17.0 g (0.1 m) of chlorzoxazone (1b; X=Cl), 50 ml of acetic acid, and 0.14 g of sodium nitrite. Warm and stir the slurry to 50° C. Add 11.3 g (0.125 m) of concentrated nitric acid (70%) and stir the mixture at 55°-63° C. for 5 hrs. Add 100 ml of hot water, cool to room temperature and let it stand overnight. Collect solid, wash with water, and dry in air to give 18.7 g (87%) of 5-chloro-6-nitro-benzoxazol-2-one (2b; X=Cl) as pale yellow solids. Starting materials: FC1=CC=2C3=C(COC2C=C1)C=C(S3)C(=O)Cl (8-fluoro-4H-thieno[3,2-c]chromene-2-carbonyl chloride), ClC1=C(NC)C=CC(=C1)Cl (2,4-dichloro-N-methylaniline). The product is ClC1=C(C=CC(=C1)Cl)N(C(=O)C1=CC=2COC=3C=CC(=CC3C2S1)F)C (N-(2,4-dichlorophenyl)-8-fluoro-N-methyl-4H-thieno[3,2-c]chromene-2-carboxamide). RXN SMILES: [F:1][C:2]1[CH:11]=[CH:10][C:9]2[O:8][CH2:7][C:6]3[CH:12]=[C:13]([C:15](Cl)=[O:16])[S:14][C:5]=3[C:4]=2[CH:3]=1.[Cl:18][C:19]1[CH:26]=[C:25]([Cl:27])[CH:24]=[CH:23][C:20]=1[NH:21][CH3:22]>>[Cl:18][C:19]1[CH:26]=[C:25]([Cl:27])[CH:24]=[CH:23][C:20]=1[N:21]([CH3:22])[C:15]([C:13]1[S:14][C:5]2[C:4]3[CH:3]=[C:2]([F:1])[CH:11]=[CH:10][C:9]=3[O:8][CH2:7][C:6]=2[CH:12]=1)=[O:16]. Reported procedure: Following Example 75, 8-fluoro-4H-thieno[3,2-c]chromene-2-carbonyl chloride and 2,4-dichloro-N-methylaniline gave 164bp. MS: (ESI+)=408.0 The reactants are CNC1CCC(O)CC1, CCN(C(C)C)C(C)C, ClCCl, O=S(=O)(Cl)c1ccc(C(F)(F)F)cc1. Yields the product CN(C1CCC(O)CC1)S(=O)(=O)c1ccc(C(F)(F)F)cc1. RXN SMILES: [CH3:1][NH:2][CH:3]1[CH2:4][CH2:5][CH:6]([OH:9])[CH2:7][CH2:8]1.[CH:10]([N:11]([CH2:12][CH3:13])[CH:14]([CH3:15])[CH3:16])([CH3:17])[CH3:18].[Cl:33][CH2:34][Cl:35].[F:19][C:20]([c:21]1[cH:22][cH:23][c:24]([S:27](=[O:28])(=[O:29])[Cl:30])[cH:25][cH:26]1)([F:31])[F:32]>>[CH3:1][N:2]([CH:3]1[CH2:4][CH2:5][CH:6]([OH:9])[CH2:7][CH2:8]1)[S:27]([c:24]1[cH:23][cH:22][c:21]([C:20]([F:19])([F:31])[F:32])[cH:26][cH:25]1)(=[O:28])=[O:29]. Reactants: C1(=CC=CC=C1)CC=O (phenylacetaldehyde), [BH-](OC(=O)C)(OC(=O)C)OC(=O)C.[Na+] (NaB(OAc)3H), FC(C(=O)O)(F)F (Trifluoroacetic acid), C(=O)(OC(C)(C)C)N1CC(CCC1)CN(C(CC)=O)C1=CC=CC=C1 (N-(1-Boc-Piperidin-3-ylmethyl)-N-phenyl-propionamide), ice water. The solvent is C(Cl)Cl (CH2Cl2). Run at time 30 minute. The product is C(CC1=CC=CC=C1)N1CC(CCC1)CN(C(CC)=O)C1=CC=CC=C1 (N-(1-Phenethyl-piperidin-3-ylmethyl)-N-phenyl-propionamide). RXN SMILES: FC(F)(F)C(O)=O.[C:8]([N:15]1[CH2:20][CH2:19][CH2:18][CH:17]([CH2:21][N:22]([C:27]2[CH:32]=[CH:31][CH:30]=[CH:29][CH:28]=2)[C:23](=[O:26])[CH2:24][CH3:25])[CH2:16]1)(OC(C)(C)C)=O.[C:33]1([CH2:39]C=O)[CH:38]=[CH:37][CH:36]=[CH:35][CH:34]=1.[BH-](OC(C)=O)(OC(C)=O)OC(C)=O.[Na+]>C(Cl)Cl>[CH2:8]([N:15]1[CH2:20][CH2:19][CH2:18][CH:17]([CH2:21][N:22]([C:27]2[CH:28]=[CH:29][CH:30]=[CH:31][CH:32]=2)[C:23](=[O:26])[CH2:24][CH3:25])[CH2:16]1)[CH2:39][C:33]1[CH:38]=[CH:37][CH:36]=[CH:35][CH:34]=1 |f:3.4|. Procedure details: Trifluoroacetic acid (5 mL) was added dropwise to a solution of N-(1-Boc-piperidin-3-ylmethyl)-N-phenyl-propionamide 5 (1.21 g, 3.49 mmol) in 5 mL of dry CH2Cl2 at 0° C. (ice-water). The reaction mixture was stirred at room temperature for 30 minutes. TLC showed the reaction was complete. After removal of the solvents, the residue was dried under vacuum for 3 hrs. The crude compound was dissolved in DMF (5.0 mL) and phenylacetaldehyde (5.3 mL, 2M/in DMF, 5.3 mmol) was added. The mixture was stir...